Dataset: the Open Reaction Database (ORD), a public repository of structured organic reaction records. Task: describe an organic reaction: reactants, conditions, products, and yield The reactants are O (water), Cl[C@H]1[C@@H](CC2=CC=CC=C12)NC(=O)OC(C)(C)C ((±)trans-1-chloro-2-tert-butoxycarbonylaminoindane), C1COCCOCCOCCOCCO1 (15-crown-5), [H-].[Na+] (NaH). The solvent is O1CCCC1 (tetrahydrofuran). Reaction conditions: temperature 50 celsius. Yields the product C(C)(C)(C)OC(=O)N1C2C1CC1=CC=CC=C21 ((±) N-tert-butoxycarbonyl-1,2-iminoindane). The yield is 97.8%. RXN SMILES: [H-].[Na+].Cl[C@@H:4]1[C:12]2[C:7](=[CH:8][CH:9]=[CH:10][CH:11]=2)[CH2:6][C@H:5]1[NH:13][C:14]([O:16][C:17]([CH3:20])([CH3:19])[CH3:18])=[O:15].C1OCCOCCOCCOCCOC1.O>O1CCCC1>[C:17]([O:16][C:14]([N:13]1[CH:5]2[CH2:6][C:7]3[C:12]([CH:4]12)=[CH:11][CH:10]=[CH:9][CH:8]=3)=[O:15])([CH3:20])([CH3:19])[CH3:18] |f:0.1|. Procedure: To a suspension of NaH (80% disp. in oil, 2.016 g, 67.2 mmol) in dry tetrahydrofuran (300 ml) was added (±)trans-1-chloro-2-tert-butoxycarbonylaminoindane (15 g, 56 mmol) and 15-crown-5 (50 μl). The mixture was then warmed at 50° C. under nitrogen for 18 h after which it was poured into water (700 ml) and extracted with diethyl ether (3×150 ml). The combined organic extracts were dried (Na2SO4) and solvents were removed in vacuo to afford the title compound as a brown solid (12.67 g). Yields the product COCCOC(=O)N1CCC(CNC(=O)c2nccc(Sc3cnc(Nc4cc(C)ccn4)s3)c2F)(c2ccc(Cl)c(Cl)c2)CC1. As a reaction SMILES: [Cl:1][c:2]1[cH:3][c:4]([C:9]2([CH2:15][NH:16][C:17]([c:18]3[c:19]([F:38])[c:20]([S:24][c:25]4[cH:26][n:27][c:28]([NH:30][c:31]5[n:32][cH:33][cH:34][c:35]([CH3:37])[cH:36]5)[s:29]4)[cH:21][cH:22][n:23]3)=[O:39])[CH2:10][CH2:11][NH:12][CH2:13][CH2:14]2)[cH:5][cH:6][c:7]1[Cl:8].[Cl:40][C:41](=[O:42])[O:43][CH2:44][CH2:45][O:46][CH3:47]>>[Cl:1][c:2]1[cH:3][c:4]([C:9]2([CH2:15][NH:16][C:17]([c:18]3[c:19]([F:38])[c:20]([S:24][c:25]4[cH:26][n:27][c:28]([NH:30][c:31]5[n:32][cH:33][cH:34][c:35]([CH3:37])[cH:36]5)[s:29]4)[cH:21][cH:22][n:23]3)=[O:39])[CH2:10][CH2:11][N:12]([C:41](=[O:42])[O:43][CH2:44][CH2:45][O:46][CH3:47])[CH2:13][CH2:14]2)[cH:5][cH:6][c:7]1[Cl:8]. Reactants: Cc1ccnc(Nc2ncc(Sc3ccnc(C(=O)NCC4(c5ccc(Cl)c(Cl)c5)CCNCC4)c3F)s2)c1, COCCOC(=O)Cl. Reactants: ClC=1C=C(C=CC1OC(C)C)C1=NN=C(S1)C=1C(=C(C=O)C=CC1)CC (3-(5-{3-chloro-4-[(1-methylethyl)oxy]phenyl}-1,3,4-thiadiazol-2-yl)-2-ethylbenzaldehyde), N1CCC(CC1)C(=O)OCC (ethyl 4-piperidinecarboxylate), C(C)(=O)[O-].[Na+] (sodium acetate), CC(=O)O (AcOH). Run in CO (methanol). Run at time 10 minute. Product: ClC=1C=C(C=CC1OC(C)C)C1=NN=C(S1)C=1C(=C(C=CC1)CN1CCC(CC1)C(=O)OCC)CC (ethyl 1-{[3-(5-{3-chloro-4-[(1-methylethyl)oxy]phenyl}-1,3,4-thiadiazol-2-yl)-2-ethylphenyl]methyl}-4-piperidinecarboxylate). Isolated yield 100.1%. RXN SMILES: [Cl:1][C:2]1[CH:3]=[C:4]([C:12]2[S:16][C:15]([C:17]3[C:18]([CH2:25][CH3:26])=[C:19]([CH:22]=[CH:23][CH:24]=3)[CH:20]=O)=[N:14][N:13]=2)[CH:5]=[CH:6][C:7]=1[O:8][CH:9]([CH3:11])[CH3:10].[NH:27]1[CH2:32][CH2:31][CH:30]([C:33]([O:35][CH2:36][CH3:37])=[O:34])[CH2:29][CH2:28]1.C([O-])(=O)C.[Na+].CC(O)=O>CO>[Cl:1][C:2]1[CH:3]=[C:4]([C:12]2[S:16][C:15]([C:17]3[C:18]([CH2:25][CH3:26])=[C:19]([CH2:20][N:27]4[CH2:32][CH2:31][CH:30]([C:33]([O:35][CH2:36][CH3:37])=[O:34])[CH2:29][CH2:28]4)[CH:22]=[CH:23][CH:24]=3)=[N:14][N:13]=2)[CH:5]=[CH:6][C:7]=1[O:8][CH:9]([CH3:11])[CH3:10] |f:2.3|. Procedure: To a solution of 3-(5-{3-chloro-4-[(1-methylethyl)oxy]phenyl}-1,3,4-thiadiazol-2-yl)-2-ethylbenzaldehyde (D11) (44 mg) and ethyl 4-piperidinecarboxylate (89 mg) in methanol (10.00 mL) stirred at room temperature was added sodium acetate (55 mg) and AcOH (0.033 mL). The reaction mixture was stirred at room temperature for 10 min. And the solvent was removed by evaporation. The residue was dissolved in dichloromethane (DCM) (10 mL), and sodium triacetoxyborohydride (72.3 mg) was added. Stirring co... Starting materials: O=S1CCN(c2nc(Cl)nc3c(SCc4ccco4)ncnc23)CC1, NCCO. Yields the product O=S1CCN(c2nc(NCCO)nc3c(SCc4ccco4)ncnc23)CC1. As a reaction SMILES: [Cl:1][c:2]1[n:3][c:4]([N:19]2[CH2:20][CH2:21][S:22](=[O:25])[CH2:23][CH2:24]2)[c:5]2[c:6]([n:7]1)[c:8]([S:12][CH2:13][c:14]1[cH:15][cH:16][cH:17][o:18]1)[n:9][cH:10][n:11]2.[OH:26][CH2:27][CH2:28][NH2:29]>>[c:2]1([NH:29][CH2:28][CH2:27][OH:26])[n:3][c:4]([N:19]2[CH2:20][CH2:21][S:22](=[O:25])[CH2:23][CH2:24]2)[c:5]2[c:6]([n:7]1)[c:8]([S:12][CH2:13][c:14]1[cH:15][cH:16][cH:17][o:18]1)[n:9][cH:10][n:11]2. Starting materials: O=CC1(c2ccccc2)CCC(=O)CC1, [K+], NN, [OH-], O, OCCO. Product: CC1(c2ccccc2)CCC(=O)CC1. As a reaction SMILES: [CH:1](=[O:2])[C:3]1([c:10]2[cH:11][cH:12][cH:13][cH:14][cH:15]2)[CH2:4][CH2:5][C:6](=[O:9])[CH2:7][CH2:8]1.[K+:20].[NH2:17][NH2:18].[OH-:19].[OH2:16].[OH:21][CH2:22][CH2:23][OH:24]>>[CH3:1][C:3]1([c:10]2[cH:11][cH:12][cH:13][cH:14][cH:15]2)[CH2:4][CH2:5][C:6](=[O:9])[CH2:7][CH2:8]1. Reactants: COC(=O)C1=CC(=C(C=C1)N)N (4-methoxycarbonyl-1,2-phenylenediamine), COC1=C(C(=O)O)C=CC(=C1)NS(=O)(=O)C (2-methoxy-4-methanesulfonylamino-benzoic acid). The product is COC(=O)C1=CC2=C(N=C(N2)C2=C(C=C(C=C2)NS(=O)(=O)C)OC)C=C1 (5-Methoxycarbonyl-2-(2'-methoxy-4'-methanesulfonylaminophenyl)-benzimidazole). RXN SMILES: [CH3:1][O:2][C:3]([C:5]1[CH:10]=[CH:9][C:8]([NH2:11])=[C:7]([NH2:12])[CH:6]=1)=[O:4].[CH3:13][O:14][C:15]1[CH:23]=[C:22]([NH:24][S:25]([CH3:28])(=[O:27])=[O:26])[CH:21]=[CH:20][C:16]=1[C:17](O)=O>>[CH3:1][O:2][C:3]([C:5]1[CH:10]=[CH:9][C:8]2[N:11]=[C:17]([C:16]3[CH:20]=[CH:21][C:22]([NH:24][S:25]([CH3:28])(=[O:27])=[O:26])=[CH:23][C:15]=3[O:14][CH3:13])[NH:12][C:7]=2[CH:6]=1)=[O:4]. Procedure details: Prepared analogously to Example 14 from 4-methoxycarbonyl-1,2-phenylenediamine and 2-methoxy-4-methanesulfonylamino-benzoic acid. Starting materials: COC1=CC=C(C=C1)NC1=C(C(=O)OCC)C=CC=N1 (ethyl 2-(4-methoxyphenylamino)nicotinate), CC(C)([O-])C.[K+] (potassium t-butoxide), C1(CCCCO1)=O (delta-valerolactone), [OH-].[K+] (KOH). Reaction conditions: temperature 100 celsius. Yields the product OC1=C(C(N(C2=NC=CC=C12)C1=CC=C(C=C1)OC)=O)CCCO (4-Hydroxy-3-(3-hydroxypropyl)-1-(4-methoxyphenyl)-1,8-naphthyridin-2(1H)-one). As a reaction SMILES: [CH3:1][O:2][C:3]1[CH:8]=[CH:7][C:6]([NH:9][C:10]2[N:20]=[CH:19][CH:18]=[CH:17][C:11]=2[C:12]([O:14]CC)=O)=[CH:5][CH:4]=1.CC(C)([O-])C.[K+].[OH-].[K+].[C:29]1(=[O:35])[O:34][CH2:33][CH2:32][CH2:31][CH2:30]1>>[OH:14][C:12]1[C:11]2[C:10](=[N:20][CH:19]=[CH:18][CH:17]=2)[N:9]([C:6]2[CH:5]=[CH:4][C:3]([O:2][CH3:1])=[CH:8][CH:7]=2)[C:33](=[O:34])[C:32]=1[CH2:31][CH2:30][CH2:29][OH:35] |f:1.2,3.4|. Procedure details: A mixture of delta-valerolactone (120 ml.), ethyl 2-(4-methoxyphenylamino)nicotinate (12 g.) and potassium t-butoxide (24 g.) was stirred and heated in an atmosphere of nitrogen to 100° C. for 2 hrs. After cooling, the mixture was poured into 1000 ml. of 5% KOH solution and stirred overnight. The aqueous solution was extracted with ether (2×250 ml.) which was discarded. The aqueous solution was then acidified to pH 4.5 with conc. HCl. The product was filtered off, washed with water, dried in air... Reactants: BrC(C(=O)OCC)(C)C (ethyl bromoisobutyrate), CN1C(=NC=C1)C=1COC2=C(C1)C=C(C=C2)O (3-(1-methyl-1H-imidazol-2-yl)-2H-1-benzopyran-6-ol), Heterocyclic, CC(C)([O-])C.[K+] (potassium tert.butoxide). Solvent: C(C)(C)(C)O (tert.butanol), C(C)(C)(C)O (tert.butanol). Product: CN1C(=NC=C1)C=1COC2=C(C1)C=C(C=C2)OC(C(=O)OCC)(C)C (ethyl 2-[3-(1-methyl-1H-imidazol-2-yl)-2H-1-benzopyran-6-yl]oxy-2-methylpropanoate). Isolated yield 68.6%. Reaction SMILES: [CH3:1][N:2]1[CH:6]=[CH:5][N:4]=[C:3]1[C:7]1[CH2:8][O:9][C:10]2[CH:16]=[CH:15][C:14]([OH:17])=[CH:13][C:11]=2[CH:12]=1.CC(C)([O-])C.[K+].Br[C:25]([CH3:32])([CH3:31])[C:26]([O:28][CH2:29][CH3:30])=[O:27]>C(O)(C)(C)C>[CH3:1][N:2]1[CH:6]=[CH:5][N:4]=[C:3]1[C:7]1[CH2:8][O:9][C:10]2[CH:16]=[CH:15][C:14]([O:17][C:25]([CH3:32])([CH3:31])[C:26]([O:28][CH2:29][CH3:30])=[O:27])=[CH:13][C:11]=2[CH:12]=1 |f:1.2|. Procedure: A mixture of 4.56 g (0.02 mol) of 3-(1-methyl-1H-imidazol-2-yl)-2H-1-benzopyran-6-ol [m.p. 210°-215° C., prepared following the procedure described in J. Heterocyclic Chem. 23, 1693 (1986)] and 2.3 g (0.02 mol) of potassium tert.butoxide in 100 ml of tert.butanol is heated, under vigorous stirring, at 50° C. for 30'. A solution of 3.9 g (0.02 mol) of ethyl bromoisobutyrate in 10 ml of tert.butanol is rapidly added dropwise and the resulting mixture refluxed for 4 hours. The solvent is evaporated... RXN SMILES: [Br:6][c:7]1[cH:8][cH:9][c:10]2[o:11][c:12]3[c:17]([c:18](=[O:21])[c:19]2[cH:20]1)[CH2:16][CH:15]([OH:22])[CH2:14][CH2:13]3.[CH3:25][O:26][S:27]([O:28][CH3:29])(=[O:30])=[O:31].[CH:33]([Cl:34])([Cl:35])[Cl:36].[Na+:24].[O:1]1[CH2:2][CH2:5][CH2:4][CH2:3]1.[OH-:23].[OH2:32]>>[CH3:2][O:22][CH:15]1[CH2:14][CH2:13][c:12]2[o:11][c:10]3[cH:9][cH:8][c:7]([Br:6])[cH:20][c:19]3[c:18](=[O:21])[c:17]2[CH2:16]1. The reactants are O=c1c2c(oc3ccc(Br)cc13)CCC(O)C2, COS(=O)(=O)OC, ClC(Cl)Cl, [Na+], C1CCOC1, [OH-], O. Product: COC1CCc2oc3ccc(Br)cc3c(=O)c2C1. The reactants are C(c1cc2cccnc2[nH]1)=O, CC1=CN=C(C=C1)N, [C-]#[N+]C1CCCCC1. Reagents/catalysts: O=C(O)C(F)(F)F (trifluoroacetic acid). Run in CC(C)O (isopropyl alcohol), CC(C)O (isopropylalcohol). Reaction conditions: temperature 22 celsius, time 20 hour. Product: Cc1ccc2nc(c3cc4cccnc4[nH]3)c(NC3CCCCC3)n2c1. The yield is 0.9%. Reaction SMILES: CC1=CC=C(N)N=C1.[C-]#[N+]C1CCCCC1.O=CC1=CC2=CC=CN=C2N1>>CC1=CN2C(C=C1)=NC(C1=CC3=CC=CN=C3N1)=C2NC1CCCCC1.